Dataset: the Open Reaction Database (ORD), a public repository of structured organic reaction records. Task: describe an organic reaction: reactants, conditions, products, and yield Starting materials: CC=1N=C2N(C(C1C1=CC=C(C=C1)OC(F)(F)F)=O)C=CS2 (7-Methyl-6-[4-(trifluoromethoxy)phenyl]-5H-[1,3]thiazolo[3,2-a]-pyrimidin-5-one), COC=1C(=C(C=O)C=CC1)OCC(C)(C)C (3-methoxy-2-neopentyloxybenzaldehyde), [O-]CC.[Na+] (sodium ethoxide). The solvent is C(C)O (ethanol). Product: COC=1C(=C(C=CC1)/C=C/C=1N=C2N(C(C1C1=CC=C(C=C1)OC(F)(F)F)=O)C=CS2)OCC(C)(C)C (7-[(E)-2-{3-Methoxy-2-neopentyloxyphenyl}-1-ethenyl]-6-[4-(trifluoromethoxy)phenyl]-5H-[1,3]thiazolo[3,2-a]pyrimidin-5-one). Isolated yield 49.2%. RXN SMILES: [CH3:1][C:2]1[N:3]=[C:4]2[S:22][CH:21]=[CH:20][N:5]2[C:6](=[O:19])[C:7]=1[C:8]1[CH:13]=[CH:12][C:11]([O:14][C:15]([F:18])([F:17])[F:16])=[CH:10][CH:9]=1.[CH3:23][O:24][C:25]1[C:26]([O:33][CH2:34][C:35]([CH3:38])([CH3:37])[CH3:36])=[C:27]([CH:30]=[CH:31][CH:32]=1)[CH:28]=O.[O-]CC.[Na+]>C(O)C>[CH3:23][O:24][C:25]1[C:26]([O:33][CH2:34][C:35]([CH3:38])([CH3:37])[CH3:36])=[C:27](/[CH:28]=[CH:1]/[C:2]2[N:3]=[C:4]3[S:22][CH:21]=[CH:20][N:5]3[C:6](=[O:19])[C:7]=2[C:8]2[CH:13]=[CH:12][C:11]([O:14][C:15]([F:17])([F:18])[F:16])=[CH:10][CH:9]=2)[CH:30]=[CH:31][CH:32]=1 |f:2.3|. Procedure: The title compound was prepared by condensation of Intermediate 15 (400 mg, 1.225 mmol) with 3-methoxy-2-neopentyloxybenzaldehyde (353 mg, 1.50 mmol) in the presence of sodium ethoxide (163 mg, 2.40 mmol) in ethanol (15 ml) according to the procedure outlined in Example 24 to afford 320 mg of the desired product as a pale yellow solid; 1H NMR (300 MHz, DMSO-d6) δ 1.01 (s, 9H), 3.52 (s, 2H), 3.77 (s, 3H), 6.82 (d, J=16.2 Hz, 1H), 6.92-6.94 (m, 1H), 6.99 (s, 2H), 7.48 (m, 5H), 7.98 (d, J=5.1 Hz, 1... Reactants: Cl (HCl), O.[OH-].[Li+] (lithium hydroxide hydrate), NC1=C(C=C(C[C@H](C(=O)OC)CC(N2CCC(CC2)N2C(NC3=C(CC2)C=CC=C3)=O)=O)C=C1C(F)(F)F)C(F)(F)F (methyl (S)-2-(4-amino-3,5-bis-trifluoromethyl-benzyl)-4-oxo-4-[4-(2-oxo-1,2,4,5-tetrahydro-1,3-benzodiazepin-3-yl)-piperidin-1-yl]-butanoate). Solvent: C1CCOC1 (THF), O (water), C1CCOC1 (THF). Reaction conditions: time 5 hour. Yields the product NC1=C(C=C(C[C@H](C(=O)O)CC(N2CCC(CC2)N2C(NC3=C(CC2)C=CC=C3)=O)=O)C=C1C(F)(F)F)C(F)(F)F ((S)-2-(4-amino-3,5-bis-trifluoromethyl-benzyl)-4-oxo-4-[4-(2-oxo-1,2,4,5-tetrahydro-1,3-benzodiazepin-3-yl)-piperidin-1-yl]-butanoic acid). Reaction SMILES: O.[OH-].[Li+].[NH2:4][C:5]1[C:37]([C:38]([F:41])([F:40])[F:39])=[CH:36][C:8]([CH2:9][C@@H:10]([CH2:15][C:16](=[O:35])[N:17]2[CH2:22][CH2:21][CH:20]([N:23]3[CH2:29][CH2:28][C:27]4[CH:30]=[CH:31][CH:32]=[CH:33][C:26]=4[NH:25][C:24]3=[O:34])[CH2:19][CH2:18]2)[C:11]([O:13]C)=[O:12])=[CH:7][C:6]=1[C:42]([F:45])([F:44])[F:43].Cl>O.C1COCC1>[NH2:4][C:5]1[C:6]([C:42]([F:43])([F:44])[F:45])=[CH:7][C:8]([CH2:9][C@@H:10]([CH2:15][C:16](=[O:35])[N:17]2[CH2:22][CH2:21][CH:20]([N:23]3[CH2:29][CH2:28][C:27]4[CH:30]=[CH:31][CH:32]=[CH:33][C:26]=4[NH:25][C:24]3=[O:34])[CH2:19][CH2:18]2)[C:11]([OH:13])=[O:12])=[CH:36][C:37]=1[C:38]([F:41])([F:40])[F:39] |f:0.1.2|. Reported procedure: A solution of 0.72 g (16.75 mmol) lithium hydroxide hydrate in 30 mL water was added to a solution of 6.7 g (11.16 mmol) methyl (S)-2-(4-amino-3,5-bis-trifluoromethyl-benzyl)-4-oxo-4-[4-(2-oxo-1,2,4,5-tetrahydro-1,3-benzodiazepin-3-yl)-piperidin-1-yl]-butanoate in 50 mL THF at RT and the reaction mixture was stirred for 5 h at RT. The THF was eliminated i. vac., the aqueous solution cooled to 10° C. and adjusted to pH 1 with conc. HCl, during which time the product was precipitated. This was suc... Starting materials: CC=1OC=CC1/C=C/C(=O)O ((E)-3-(2-Methyl-3-furyl)acrylic acid), S(=O)(Cl)Cl (thionyl chloride). Product: CC=1OC=CC1/C=C/C(=O)Cl ((E)-3-(2-methyl-3-furyl)acryloyl chloride). As a reaction SMILES: [CH3:1][C:2]1[O:3][CH:4]=[CH:5][C:6]=1/[CH:7]=[CH:8]/[C:9]([OH:11])=O.S(Cl)([Cl:14])=O>>[CH3:1][C:2]1[O:3][CH:4]=[CH:5][C:6]=1/[CH:7]=[CH:8]/[C:9]([Cl:14])=[O:11]. Procedure details: (E)-3-(2-Methyl-3-furyl)acrylic acid (0.30 g, 2 mmol) was dissolved into thionyl chloride (5 ml) and the mixture was heated to reflux for 80 min. Volatiles were removed by evaporation to give crude (E)-3-(2-methyl-3-furyl)acryloyl chloride. The titled compound was prepared from 2-amino4-methoxy-N-(2-pyridyl)aniline (0.43 g, 2 mmol) and (E)-3-(2-methyl-3-furyl)acryloyl chloride obtained as above according to the preparation of (E)-1-(2-pyridyl)-2-styryl-1H-benzimidazole (Example 1, method A). Rec... Starting materials: C12CC3CC(CC(C1)C3)C2 (adamantane), ON1C(C=2C(C1=O)=CC=CC2)=O (N-hydroxyphthalimide), [N+](=O)[O-] (nitrogen dioxide), [N]=O (nitrogen monoxide), C12CC3CC(CC(C1)C3)C2 (adamantane). Solvent: C(C)(=O)O (acetic acid), C(C1=CC=CC=C1)#N (benzonitrile). Product: [N+](=O)([O-])C12CC3CC(CC(C1)C3)C2 (nitroadamantane), C12(CC3CC(CC(C1)C3)C2)O (adamantanol). Yield: 6.0%. As a reaction SMILES: [CH:1]12[CH2:10][CH:5]3[CH2:6][CH:7]([CH2:9][CH:3]([CH2:4]3)[CH2:2]1)[CH2:8]2.[OH:11][N:12]1C(=O)C2=CC=CC=C2C1=O.[N+]([O-])=[O:24].[N]=O>C(O)(=O)C.C(#N)C1C=CC=CC=1>[N+:12]([C:1]12[CH2:10][CH:5]3[CH2:6][CH:7]([CH2:9][CH:3]([CH2:4]3)[CH2:2]1)[CH2:8]2)([O-:11])=[O:24].[C:1]12([OH:11])[CH2:10][CH:5]3[CH2:6][CH:7]([CH2:9][CH:3]([CH2:4]3)[CH2:2]1)[CH2:8]2 |^1:22,25|. Procedure: Into a flask, 1 mmole of adamantane, 0.1 mmole of N-hydroxyphthalimide, 2 ml of nitrogen dioxide (N2O), 6 ml of benzonitrile (6 ml) and 1.2 ml of acetic acid were added and stirred for 12 hours at 60° C. in an atmosphere of nitrogen monoxide (NO). The reaction products were analyzed by gas chromatography, and, as a result, the conversion of adamantane was 98%, nitroadamantane (yield 68%), adamantanol (yield 6%) and acetyloxyadamantane (yield 4%) were formed. The reactants are CNCCNC (N,N'-dimethylethylenediamine), C(C)OP(Cl)Cl (ethylphosphorodichloridite). Product: CN1P(N(CC1)C)OCC (1,3-dimethyl-2-ethoxy-1,3-diaza-2-phosphacyclopentane). Yield: 45.9%. RXN SMILES: [CH3:1][NH:2][CH2:3][CH2:4][NH:5][CH3:6].[CH2:7]([O:9][P:10](Cl)Cl)[CH3:8]>>[CH3:1][N:2]1[CH2:3][CH2:4][N:5]([CH3:6])[P:10]1[O:9][CH2:7][CH3:8]. Procedure: Substantially the same procedure was followed as in Example 1, with 3.00 grams (34 mmol) N,N'-dimethylethylenediamine and 4.55 grams (31 mmol) ethylphosphorodichloridite to produce 2.31 grams of 1,3-dimethyl-2-ethoxy-1,3-diaza-2-phosphacyclopentane, ##STR25## as phosphorus amide catalyst. Starting materials: N1C=CC2=CC=CC=C12 (1H-indole), [OH-].[Na+] (sodium hydroxide), ClCCCCBr (4-chlorobromobutane). The reagents and catalysts are [Br-].C(CCC)[N+](CCCC)(CCCC)CCCC (tetrabutyl ammonium bromide). The solvent is ClCCl (dichloromethane), ClCCl (dichloromethane). Conditions: temperature 60 celsius. The product is ClCCCCN1C=CC2=CC=CC=C12 (1-(4-chlorobutyl)-1H-indole). Yield: 60.2%. RXN SMILES: [NH:1]1[C:9]2[C:4](=[CH:5][CH:6]=[CH:7][CH:8]=2)[CH:3]=[CH:2]1.[OH-].[Na+].[Cl:12][CH2:13][CH2:14][CH2:15][CH2:16]Br>[Br-].C([N+](CCCC)(CCCC)CCCC)CCC.ClCCl>[Cl:12][CH2:13][CH2:14][CH2:15][CH2:16][N:1]1[C:9]2[C:4](=[CH:5][CH:6]=[CH:7][CH:8]=2)[CH:3]=[CH:2]1 |f:1.2,4.5|. Procedure details: 1H-indole (11.7 g, 0.10 mol) was dissolved into 200 ml of 20% wt. sodium hydroxide, 4-chlorobromobutane (34.3 g, 0.20 mol) and tetrabutyl ammonium bromide (1.0 g) were added, and mixed for 5 min. The mixture was heated to 60° C., stirred to react for 2 hours. Then the reaction solution was cooled down to ambient temperature, 100 ml of dichloromethane was added for extraction and liquid separation. To the aqueous phase, 100 of dichloromethane was added for extraction. Organic phases were mixed, w... Reactants: C([O-])([O-])=O.[Na+].[Na+] (sodium carbonate), ClC1=C(C(=CC2=C1C(=NCC(N2C)=O)C2=C(C=CC=C2)F)Cl)NC(N(C)C)=O (3-[6,8-dichloro-5-(o-fluorophenyl)-2,3-dihydro-1-methyl-2-oxo-1H-1,4-benzodiazepin-7-yl]-1,1-dimethylurea), NC=1C(=CC2=C(C(=NCC(N2C)=O)C2=C(C=CC=C2)F)C1Cl)Cl (7-amino-6,8-dichloro-5-(o-fluorophenyl)-1,3-dihydro-1-methyl-2H-1,4-benzodiazepin-2-one), ClC1=C(C(=CC2=C1C(=NCC(N2C)=O)C2=C(C=CC=C2)F)Cl)N=C=O ([6,8-dichloro-5-(o-fluorophenyl)-2,3-dihydro-1-methyl-2-oxo-1H-1,4-benzodiazepin-7-yl]isocyanate). The solvent is OCCN1CCNCC1 (N-(2-hydroxyethyl)piperazine), C(Cl)Cl (methylene chloride), ClCCCl (1,2-dichloroethane). Reaction conditions: time 138 hour. Product: ClC1=C(C(=CC2=C1C(=NCC(N2C)=O)C2=C(C=CC=C2)F)Cl)NC(=O)N2CCN(CC2)CCO (N-[6,8-dichloro-5-(o-fluorophenyl)-2,3-dihydro-1-methyl-2-oxo-1H-1,4-benzodiazepin-7-yl]-4-(2-hydroxyethyl)-1-piperazinecarboxamide). Reaction SMILES: [Cl:1][C:2]1[C:7]2[C:8]([C:15]3[CH:20]=[CH:19][CH:18]=[CH:17][C:16]=3[F:21])=[N:9][CH2:10][C:11](=[O:14])[N:12]([CH3:13])[C:6]=2[CH:5]=[C:4]([Cl:22])[C:3]=1[N:23]=[C:24]=[O:25].ClC1[C:32]2[C:33]([C:40]3C=CC=CC=3F)=[N:34][CH2:35][C:36](=O)[N:37](C)[C:31]=2C=C(Cl)C=1NC(=O)N(C)C.NC1C(Cl)=CC2N(C)C(=[O:66])CN=C(C3C=CC=CC=3F)C=2C=1Cl.C(=O)([O-])[O-].[Na+].[Na+]>OCCN1CCNCC1.C(Cl)Cl.ClCCCl>[Cl:1][C:2]1[C:7]2[C:8]([C:15]3[CH:20]=[CH:19][CH:18]=[CH:17][C:16]=3[F:21])=[N:9][CH2:10][C:11](=[O:14])[N:12]([CH3:13])[C:6]=2[CH:5]=[C:4]([Cl:22])[C:3]=1[NH:23][C:24]([N:34]1[CH2:35][CH2:36][N:37]([CH2:31][CH2:32][OH:66])[CH2:40][CH2:33]1)=[O:25] |f:3.4.5|. Procedure details: A 1,2-dichloroethane solution of [6,8-dichloro-5-(o-fluorophenyl)-2,3-dihydro-1-methyl-2-oxo-1H-1,4-benzodiazepin-7-yl]isocyanate, prepared in analogy to the procedure described in paragraph (a) of Example 4 from 6 g (17.1 mmol) of 7-amino-6,8-dichloro-5-(o-fluorophenyl)-1,3-dihydro-1-methyl-2H-1,4-benzodiazepin-2-one, is treated with a suspension of 6.11 g of sodium carbonate in 6.3 ml of N-(2-hydroxyethyl)piperazine and 40 ml of methylene chloride. The mixture is stirred at room temperature fo... The reactants are NC=1SC=2N=C(N=CC2N1)NC=1C=C(C=CC1C)NC(C1=CC(=CC=C1)C(C)(C)C#N)=O (N-{3-[(2-amino[1,3]thiazolo[5,4-d]pyrimidin-5-yl)amino]-4-methylphenyl}-3-(1-cyano-1-methylethyl)benzamide), C1(CC1)C(=O)Cl (cyclopropanecarbonyl chloride), C(O)([O-])=O.[Na+] (sodium hydrogen carbonate). The solvent is N1=CC=CC=C1 (pyridine). Run at time 2 hour. Product: C(#N)C(C)(C)C=1C=C(C(=O)NC2=CC(=C(C=C2)C)NC=2N=CC3=C(N2)SC(=N3)NC(=O)C3CC3)C=CC1 (3-(1-cyano-1-methylethyl)-N-[3-({2-[(cyclopropylcarbonyl)amino][1,3]thiazolo[5,4-d]pyrimidin-5-yl}amino)-4-methylphenyl]benzamide). The yield is 35.4%. RXN SMILES: [NH2:1][C:2]1[S:3][C:4]2[N:5]=[C:6]([NH:11][C:12]3[CH:13]=[C:14]([NH:19][C:20](=[O:32])[C:21]4[CH:26]=[CH:25][CH:24]=[C:23]([C:27]([C:30]#[N:31])([CH3:29])[CH3:28])[CH:22]=4)[CH:15]=[CH:16][C:17]=3[CH3:18])[N:7]=[CH:8][C:9]=2[N:10]=1.[CH:33]1([C:36](Cl)=[O:37])[CH2:35][CH2:34]1.C(=O)([O-])O.[Na+]>N1C=CC=CC=1>[C:30]([C:27]([C:23]1[CH:22]=[C:21]([CH:26]=[CH:25][CH:24]=1)[C:20]([NH:19][C:14]1[CH:15]=[CH:16][C:17]([CH3:18])=[C:12]([NH:11][C:6]2[N:7]=[CH:8][C:9]3[N:10]=[C:2]([NH:1][C:36]([CH:33]4[CH2:35][CH2:34]4)=[O:37])[S:3][C:4]=3[N:5]=2)[CH:13]=1)=[O:32])([CH3:29])[CH3:28])#[N:31] |f:2.3|. Procedure details: To a solution of N-{3-[(2-amino[1,3]thiazolo[5,4-d]pyrimidin-5-yl)amino]-4-methylphenyl}-3-(1-cyano-1-methylethyl)benzamide (137 mg, 309 μmol) in pyridine (3 mL) was added cyclopropanecarbonyl chloride (68 μL, 742 μmol), and the mixture was stirred at room temperature for 2 hr. To the reaction mixture was added saturated aqueous sodium hydrogen carbonate solution (20 mL), and the mixture was extracted with ethyl acetate/tetrahydrofuran mixture (9:1, 20 mL, 5 mL). The combined organic layer was w...